This data is from the Open Reaction Database (ORD), a public repository of structured organic reaction records. The task is: describe an organic reaction: reactants, conditions, products, and yield The reactants are CN(C)C(=O)C1CC(O)CN1C(=O)OC(C)(C)C, ClCCl, O=[N+]([O-])c1ccc(S(=O)(=O)Cl)cc1, c1ccncc1. The product is CN(C)C(=O)C1CC(OS(=O)(=O)c2ccc([N+](=O)[O-])cc2)CN1C(=O)OC(C)(C)C. Reaction SMILES: [C:14]([CH3:15])([CH3:16])([CH3:17])[O:18][C:19](=[O:20])[N:21]1[CH:22]([C:27]([N:28]([CH3:29])[CH3:30])=[O:31])[CH2:23][CH:24]([OH:26])[CH2:25]1.[CH2:38]([Cl:39])[Cl:40].[N+:1](=[O:2])([O-:3])[c:4]1[cH:5][cH:6][c:7]([S:10](=[O:11])(=[O:12])[Cl:13])[cH:8][cH:9]1.[cH:32]1[cH:33][cH:34][n:35][cH:36][cH:37]1>>[N+:1](=[O:2])([O-:3])[c:4]1[cH:5][cH:6][c:7]([S:10](=[O:11])(=[O:12])[O:26][CH:24]2[CH2:23][CH:22]([C:27]([N:28]([CH3:29])[CH3:30])=[O:31])[N:21]([C:19]([O:18][C:14]([CH3:15])([CH3:16])[CH3:17])=[O:20])[CH2:25]2)[cH:8][cH:9]1. Reactants: CC(=O)O[BH-](OC(C)=O)OC(C)=O, C1COCCN1, Cn1c(Nc2ccc(Oc3ncccc3C=O)cc2)nc2ccccc21, ClCCl, [Na+]. The product is Cn1c(Nc2ccc(Oc3ncccc3CN3CCOCC3)cc2)nc2ccccc21. As a reaction SMILES: [C:33]([O:34][BH-:35]([O:36][C:37](=[O:38])[CH3:39])[O:40][C:41](=[O:42])[CH3:43])(=[O:44])[CH3:45].[CH2:27]1[CH2:28][O:29][CH2:30][CH2:31][NH:32]1.[CH3:1][n:2]1[c:3]([NH:11][c:12]2[cH:13][cH:14][c:15]([O:16][c:17]3[c:18]([CH:19]=[O:20])[cH:21][cH:22][cH:23][n:24]3)[cH:25][cH:26]2)[n:4][c:5]2[c:6]1[cH:7][cH:8][cH:9][cH:10]2.[Cl:47][CH2:48][Cl:49].[Na+:46]>>[CH3:1][n:2]1[c:3]([NH:11][c:12]2[cH:13][cH:14][c:15]([O:16][c:17]3[c:18]([CH2:19][N:32]4[CH2:27][CH2:28][O:29][CH2:30][CH2:31]4)[cH:21][cH:22][cH:23][n:24]3)[cH:25][cH:26]2)[n:4][c:5]2[c:6]1[cH:7][cH:8][cH:9][cH:10]2.